From a dataset of the Open Reaction Database (ORD), a public repository of structured organic reaction records. describe an organic reaction: reactants, conditions, products, and yield The reactants are COC1=CC(=C(C(=C1)C)C1=CN(C=2C(=NC(=NC21)C)NCCCC(=O)N)C)C (2-{[7-(4-methoxy-2,6-dimethylphenyl)-2,5-dimethylpyrrolo[2,3-e]pyrimidin-4-yl]aminoethyl)acetamide), B.CSC (borane dimethylsulfide). Run in C1CCOC1 (THF). Yields the product COC1=CC=C(C=C1)CCNCCNC1=NC(=NC2=C1N(C=C2C2=C(C=C(C=C2C)OC)C)C)C ((2-{[2-(4-Methoxyphenyl)ethyl]amino}ethyl)[7-(4-methoxy-2,6-dimethylphenyl)-2,5-dimethylpyrrolo[2,3-e]pyrimidin-4-yl]amine). Reaction SMILES: [CH3:1][O:2][C:3]1[CH:8]=[C:7]([CH3:9])[C:6]([C:10]2[C:18]3[N:17]=[C:16]([CH3:19])[N:15]=[C:14]([NH:20][CH2:21]CCC(N)=O)[C:13]=3[N:12]([CH3:27])[CH:11]=2)=[C:5]([CH3:28])[CH:4]=1.B.CSC>C1COCC1>[CH3:1][O:2][C:3]1[CH:8]=[CH:7][C:6]([CH2:10][CH2:11][NH:12][CH2:13][CH2:21][NH:20][C:14]2[C:13]3[N:12]([CH3:27])[CH:11]=[C:10]([C:6]4[C:5]([CH3:28])=[CH:4][C:3]([O:2][CH3:1])=[CH:8][C:7]=4[CH3:9])[C:18]=3[N:17]=[C:16]([CH3:19])[N:15]=2)=[CH:5][CH:4]=1 |f:1.2|. Procedure details: Dissolve 2-(4-methoxyphenyl)-N-(2-{[7-(4-methoxy-2,6-dimethylphenyl)-2,5-dimethylpyrrolo[2,3-e]pyrimidin-4-yl]aminoethyl)acetamide in anhydrous THF (5 mL) and stir under N2. Add borane-dimethylsulfide complex (0.2 mL, 10.0 M in THF) and heat to reflux for 14 h. Quench by addition of N,N′-dimethyl-1,2-ethylenediamine (0.21 mL) in MeOH (5 mL) and stir for 1 h at ambient temperature. Concentrate under reduced pressure and purify the residue by preparative TLC, eluting with 10% MeOH in CH2Cl2. Disso... Reactants: ClC(=CC1C(C1(C)C)C(=O)OC(=O)C1C(C1(C)C)C=C(Cl)Cl)Cl (2-(2,2-dichlorovinyl)-3,3-dimethylcyclopropanecarboxylic anhydride), O(C1=CC=CC=C1)C=1C=C(C=O)C=CC1 (3-phenoxybenzaldehyde), [C-]#N.[Na+] (sodium cyanide), ester, ester, O(C1=CC=CC=C1)C=1C=C(C=O)C=CC1 (3-phenoxybenzaldehyde), alkanes, ester. The reagents and catalysts are [Br-].C(CCC)[N+](CCCC)(CCCC)CCCC (tetrabutylammonium bromide). The solvent is O (water). Product: ClC(=CC1C(C1(C)C)C(=O)OC(C1=CC(=CC=C1)OC1=CC=CC=C1)C#N)Cl (alpha-cyano-3-phenoxybenzyl 2-(2,2-dichlorovinyl)-3,3-dimethylcyclopropanecarboxylate). Reaction SMILES: Cl[C:2](Cl)=[CH:3][CH:4]1[C:6]([CH3:8])(C)[CH:5]1[C:9]([O:11][C:12]([CH:14]1[C:16]([CH3:18])([CH3:17])[CH:15]1[CH:19]=[C:20]([Cl:22])[Cl:21])=[O:13])=O.[O:24](C1C=C(C=CC=1)C=O)[C:25]1[CH:30]=[CH:29][CH:28]=[CH:27][CH:26]=1.[C-:39]#[N:40].[Na+]>[Br-].C([N+](CCCC)(CCCC)CCCC)CCC.O>[Cl:22][C:20]([Cl:21])=[CH:19][CH:15]1[C:16]([CH3:17])([CH3:18])[CH:14]1[C:12]([O:11][CH:9]([C:39]#[N:40])[C:5]1[CH:4]=[CH:3][CH:2]=[C:8]([O:24][C:25]2[CH:30]=[CH:29][CH:28]=[CH:27][CH:26]=2)[CH:6]=1)=[O:13] |f:2.3,4.5|. Procedure: A 100-ml round-bottomed flask equipped with a magnetic stirrer was charged with 2-(2,2-dichlorovinyl)-3,3-dimethylcyclopropanecarboxylic anhydride (10 mmol), prepared as described above, 3-phenoxybenzaldehyde (10 mmol) and a mixture of alkanes (25 ml) having a boiling range of from 60° C. to 80° C. A solution of sodium cyanide (12 mmol) and tetrabutylammonium bromide (0.006 mmol) in water (3 ml) was added to the mixture in the flask at a temperature of 20° C. and stirring was continued. After 10... The reactants are Cl (HCl), C(C)(C)(C)OC(NC(C(N1CSCC1)=O)CC1=C(C=CC=C1)F)=O ([1-(2-fluoro-benzyl)-2-oxo-2-thiazolidine-3-yl-ethyl]-carbamic acid tert-butyl ester). The solvent is C(C)(=O)OCC (ethyl acetate). Yields the product Cl.NC(C(=O)N1CSCC1)CC1=C(C=CC=C1)F ((±)-2-Amino-3-(2-fluorophenyl)-1-thiazolidin-3-yl-propan-1-one hydrochloride). RXN SMILES: [ClH:1].C(OC(=O)[NH:8][CH:9]([CH2:17][C:18]1[CH:23]=[CH:22][CH:21]=[CH:20][C:19]=1[F:24])[C:10](=[O:16])[N:11]1[CH2:15][CH2:14][S:13][CH2:12]1)(C)(C)C>C(OCC)(=O)C>[ClH:1].[NH2:8][CH:9]([CH2:17][C:18]1[CH:23]=[CH:22][CH:21]=[CH:20][C:19]=1[F:24])[C:10]([N:11]1[CH2:15][CH2:14][S:13][CH2:12]1)=[O:16] |f:3.4|. Procedure: HCl was bubbled into a solution of [1-(2-fluoro-benzyl)-2-oxo-2-thiazolidine-3-yl-ethyl]-carbamic acid tert-butyl ester (0.39 g, 1.1 mmol) in ethyl acetate (15 mL). The solution was concentrated, the residue was triturated in ether, the solid was filtered and dried (0.27 g, 84%, mp 217-218° C.). Reactants: ON=C(CCC(=O)O)C1=CC=C(C=C1)CCCCN1CCN(CC1)C1=CC(=CC=C1)C (4-hydroxyimino-4-[4-(4-(4-(3-methylphenyl)piperazin-1-yl)butyl)phenyl]butyric acid), [H][H] (hydrogen). The reagents and catalysts are [Ni] (Raney nickel). Solvent: CO (methanol). Yields the product CC=1C=C(C=CC1)N1CCN(CC1)CCCCC1=CC=C(C=C1)C1CCC(N1)=O (5-[4-(4-(4-(3-methylphenyl)piperazin-1-yl)butyl)phenyl]pyrrolidin-2-one). Yield: 71.4%. As a reaction SMILES: O[N:2]=[C:3]([C:9]1[CH:14]=[CH:13][C:12]([CH2:15][CH2:16][CH2:17][CH2:18][N:19]2[CH2:24][CH2:23][N:22]([C:25]3[CH:30]=[CH:29][CH:28]=[C:27]([CH3:31])[CH:26]=3)[CH2:21][CH2:20]2)=[CH:11][CH:10]=1)[CH2:4][CH2:5][C:6](O)=[O:7].[H][H]>[Ni].CO>[CH3:31][C:27]1[CH:26]=[C:25]([N:22]2[CH2:21][CH2:20][N:19]([CH2:18][CH2:17][CH2:16][CH2:15][C:12]3[CH:11]=[CH:10][C:9]([CH:3]4[NH:2][C:6](=[O:7])[CH2:5][CH2:4]4)=[CH:14][CH:13]=3)[CH2:24][CH2:23]2)[CH:30]=[CH:29][CH:28]=1. Reported procedure: To 9.7 g of 4-hydroxyimino-4-[4-(4-(4-(3-methylphenyl)piperazin-1-yl)butyl)phenyl]butyric acid and 5 g of Raney nickel, 300 ml of methanol is added, and stirred for 9 hours in 70 atm hydrogen gas at 120° C. in an autoclave. After the completion of the reaction, the catalyst is removed by filtration, and the solvent is distilled off under reduced pressure. The resulting oily substance is purified by silica gel column chromatography and recrystallized from ethyl acetate to give 6.4 g of 5-[4-(4-(4...